Dataset: the Open Reaction Database (ORD), a public repository of structured organic reaction records. Task: describe an organic reaction: reactants, conditions, products, and yield Reactants: O.OC1=CC=CC=2NN=NC21 (hydroxybenzotriazole hydrate), C(C)(C)(C)OC(=O)NC1(CCCC1)C(=O)O (1-[(tert-butoxycarbonyl)amino]cyclopentanecarboxylic acid), Cl.Cl.NC1(CCCC1)C(=O)N1CCN(CC1)C ((1-Aminocyclopentyl)(4-methyl-1-piperazinyl)methanone dihydrochloride), CN1CCNCC1 (N-Methylpiperazine). The solvent is CN(C)C=O (DMF). Conditions: time 30 minute. The product is CN1CCN(CC1)C(=O)C1(CCCC1)NC(OC(C)(C)C)=O (tert-butyl 1-[(4-methyl-1-piperazinyl)carbonyl]cyclopentylcarbamate). The yield is 74.0%. As a reaction SMILES: Cl.Cl.[NH2:3][C:4]1([C:9]([N:11]2[CH2:16][CH2:15][N:14]([CH3:17])[CH2:13][CH2:12]2)=[O:10])[CH2:8][CH2:7][CH2:6][CH2:5]1.O.OC1C2N=NNC=2C=CC=1.[C:29]([O:33][C:34](NC1(C(O)=O)CCCC1)=[O:35])([CH3:32])([CH3:31])[CH3:30].CN1CCNCC1>CN(C=O)C>[CH3:17][N:14]1[CH2:15][CH2:16][N:11]([C:9]([C:4]2([NH:3][C:34](=[O:35])[O:33][C:29]([CH3:32])([CH3:31])[CH3:30])[CH2:8][CH2:7][CH2:6][CH2:5]2)=[O:10])[CH2:12][CH2:13]1 |f:0.1.2,3.4|. Reported procedure: (1-Aminocyclopentyl)(4-methyl-1-piperazinyl)methanone dihydrochloride ##STR204## 1-(3-Dimethylaminopropyl)-3-ethylcarbodiimide hydrochloride (2.49 g, 13.0 mmol) was added portionwise to a cooled (4° C.) solution of hydroxybenzotriazole hydrate (1.49 g, 11.0 mmol) and 1-[(tert-butoxycarbonyl)amino]cyclopentanecarboxylic acid (2.29 g, 10.0 mmol) in DMF (15 ml), and the mixture stirred for 30 min. N-Methylpiperazine (1.10 g, 11.0 mmol) was added, the reaction stirred for 30 min. allowed to warm to ... The reactants are CO, COc1cnc2[nH]c(C(=CC3CCCC3)c3ccc(S(C)(=O)=O)cc3)cc2c1, [H][H]. Yields the product COc1cnc2[nH]c(C(CC3CCCC3)c3ccc(S(C)(=O)=O)cc3)cc2c1. As a reaction SMILES: [CH3:31][OH:32].[CH:1]1([CH:6]=[C:7]([c:8]2[cH:9][cH:10][c:11]([S:14](=[O:15])(=[O:16])[CH3:17])[cH:12][cH:13]2)[c:18]2[cH:19][c:20]3[c:21]([n:22][cH:23][c:24]([O:26][CH3:27])[cH:25]3)[nH:28]2)[CH2:2][CH2:3][CH2:4][CH2:5]1.[H:29][H:30]>>[CH:1]1([CH2:6][CH:7]([c:8]2[cH:9][cH:10][c:11]([S:14](=[O:15])(=[O:16])[CH3:17])[cH:12][cH:13]2)[c:18]2[cH:19][c:20]3[c:21]([n:22][cH:23][c:24]([O:26][CH3:27])[cH:25]3)[nH:28]2)[CH2:2][CH2:3][CH2:4][CH2:5]1. The reactants are CC(=O)OC(C(=O)NC1CC1)C(C)(C)NC(=O)OC(C)(C)C, CO, Cl, [Na+], [OH-]. The product is CC(C)(C)OC(=O)NC(C)(C)C(O)C(=O)NC1CC1. Reaction SMILES: [C:1]([CH3:2])([CH3:3])([CH3:4])[O:5][C:6](=[O:7])[NH:8][C:9]([CH:10]([C:11]([NH:12][CH:13]1[CH2:14][CH2:15]1)=[O:16])[O:17][C:18](=[O:19])[CH3:20])([CH3:21])[CH3:22].[CH3:26][OH:27].[ClH:25].[Na+:24].[OH-:23]>>[C:1]([CH3:2])([CH3:3])([CH3:4])[O:5][C:6](=[O:7])[NH:8][C:9]([CH:10]([C:11]([NH:12][CH:13]1[CH2:14][CH2:15]1)=[O:16])[OH:17])([CH3:21])[CH3:22]. Reactants: S1CCN2C1=C(C=1C=CC=CC21)C(=O)O (2,3-Dihydrothiazolo[3,2-a]indole-9-carboxylic acid), C(CCC)N1CCC(CC1)CNC(=O)C1=CNC2=CC=CC=C12 (N-[(1-n butyl-4-piperidyl)methyl] indole-3-carboxamide), acid chloride, C1C(CCN2CCCCC12)CN (quinolizidin-2-ylmethylamine). The product is C1C(CCN2CCCCC12)CC1CN2C(=C(C=3C=CC=CC23)C(=O)N)S1 (Quinolizidin-2-ylmethyl 2,3-dihydrothiazolo[3,2-a]indole-9-carboxamide). RXN SMILES: [S:1]1[C:5]2=[C:6]([C:13]([OH:15])=O)[C:7]3[CH:8]=[CH:9][CH:10]=[CH:11][C:12]=3[N:4]2[CH2:3][CH2:2]1.[CH2:16]1[CH:25]2[N:20]([CH2:21][CH2:22][CH2:23][CH2:24]2)[CH2:19][CH2:18][CH:17]1[CH2:26]N.C([N:32]1CCC(CNC(C2C3C(=CC=CC=3)NC=2)=O)CC1)CCC>>[CH2:16]1[CH:25]2[N:20]([CH2:21][CH2:22][CH2:23][CH2:24]2)[CH2:19][CH2:18][CH:17]1[CH2:26][CH:2]1[S:1][C:5]2=[C:6]([C:13]([NH2:32])=[O:15])[C:7]3[CH:8]=[CH:9][CH:10]=[CH:11][C:12]=3[N:4]2[CH2:3]1. Procedure: 2,3-Dihydrothiazolo[3,2-a]indole-9-carboxylic acid (D15) is converted to its acid chloride and reacted with eq-quinolizidin-2-ylmethylamine (D12) using a procedure analogous to that described in Description 1b. The reactants are CCO, Cl, NN, O=C1c2ccccc2C(=O)N1CCCCCCCCCCOc1ccc(-n2ccnc2)cc1. Product: NCCCCCCCCCCOc1ccc(-n2ccnc2)cc1. RXN SMILES: [CH3:37][CH2:38][OH:39].[ClH:36].[NH2:34][NH2:35].[n:1]1(-[c:6]2[cH:7][cH:8][c:9]([O:10][CH2:11][CH2:12][CH2:13][CH2:14][CH2:15][CH2:16][CH2:17][CH2:18][CH2:19][CH2:20][N:21]3[C:22](=[O:23])[c:24]4[c:25]([cH:26][cH:27][cH:28][cH:29]4)[C:30]3=[O:31])[cH:32][cH:33]2)[cH:2][n:3][cH:4][cH:5]1>>[n:1]1(-[c:6]2[cH:7][cH:8][c:9]([O:10][CH2:11][CH2:12][CH2:13][CH2:14][CH2:15][CH2:16][CH2:17][CH2:18][CH2:19][CH2:20][NH2:21])[cH:32][cH:33]2)[cH:2][n:3][cH:4][cH:5]1. The reactants are O=C(NCCBr)OCc1ccccc1, O=C([O-])[O-], Oc1ccc2c(C3CC3)nn(Cc3ccccc3)c2c1, CCOC(C)=O, [K+], [K+], CN(C)C=O, O. Product: O=C(NCCOc1ccc2c(C3CC3)nn(Cc3ccccc3)c2c1)OCc1ccccc1. RXN SMILES: [Br:1][CH2:2][CH2:3][NH:4][C:5]([O:6][CH2:7][c:8]1[cH:9][cH:10][cH:11][cH:12][cH:13]1)=[O:14].[C:35](=[O:36])([O-:37])[O-:38].[CH2:15]([c:16]1[cH:17][cH:18][cH:19][cH:20][cH:21]1)[n:22]1[n:23][c:24]([CH:32]2[CH2:33][CH2:34]2)[c:25]2[cH:26][cH:27][c:28]([OH:31])[cH:29][c:30]12.[CH3:47][CH2:48][O:49][C:50](=[O:51])[CH3:52].[K+:39].[K+:40].[O:42]=[CH:43][N:44]([CH3:45])[CH3:46].[OH2:41]>>[CH2:2]([CH2:3][NH:4][C:5]([O:6][CH2:7][c:8]1[cH:9][cH:10][cH:11][cH:12][cH:13]1)=[O:14])[O:31][c:28]1[cH:27][cH:26][c:25]2[c:24]([CH:32]3[CH2:33][CH2:34]3)[n:23][n:22]([CH2:15][c:16]3[cH:17][cH:18][cH:19][cH:20][cH:21]3)[c:30]2[cH:29]1. Starting materials: NCC=1NC(C2=C(N1)CCOC2)=O (2-aminomethyl-3,5,7,8-tetrahydro-pyrano[4,3-d]pyrimidin-4-one), C(C)OC1=CC=C(C(=O)C2CCN(CC2)CC(=O)O)C=C1 (2-(4-(4-ethoxybenzoyl)piperidin-1-yl)acetic acid), C24H30N4O5. Yields the product C(C)OC1=CC=C(C(=O)C2CCN(CC2)CC(=O)NCC=2NC(C3=C(N2)CCOC3)=O)C=C1 (2-(4-(4-Ethoxybenzoyl)piperidin-1-yl)-N-((4-oxo-4,5,7,8-tetrahydro-3H-pyrano[4,3-d]pyrimidin-2-yl)methyl)acetamide). Isolated yield 19.9%. Reaction SMILES: [NH2:1][CH2:2][C:3]1[NH:4][C:5](=[O:13])[C:6]2[CH2:12][O:11][CH2:10][CH2:9][C:7]=2[N:8]=1.[CH2:14]([O:16][C:17]1[CH:34]=[CH:33][C:20]([C:21]([CH:23]2[CH2:28][CH2:27][N:26]([CH2:29][C:30](O)=[O:31])[CH2:25][CH2:24]2)=[O:22])=[CH:19][CH:18]=1)[CH3:15]>>[CH2:14]([O:16][C:17]1[CH:18]=[CH:19][C:20]([C:21]([CH:23]2[CH2:28][CH2:27][N:26]([CH2:29][C:30]([NH:1][CH2:2][C:3]3[NH:4][C:5](=[O:13])[C:6]4[CH2:12][O:11][CH2:10][CH2:9][C:7]=4[N:8]=3)=[O:31])[CH2:25][CH2:24]2)=[O:22])=[CH:33][CH:34]=1)[CH3:15]. Procedure: The title compound (150 mg) was prepared following the general procedure of Example 1 from 2-aminomethyl-3,5,7,8-tetrahydro-pyrano[4,3-d]pyrimidin-4-one (300 mg, 1.66 mmol) and 2-(4-(4-ethoxybenzoyl)piperidin-1-yl)acetic acid (603 mg, 1.66 mmol). 1H NMR (400 MHz, CDC3) δ 10.67 (s, 1H), 8.07 (t, J=6.0 Hz, 1H), 7.92 (d, J=9.0 Hz, 2H), 6.94 (t, J=9.0 Hz, 2H), 4.56 (s, 2H), 4.37 (d, J=6.0 Hz, 2H), 4.10 (q, J=7.0 Hz, 2H), 3.95 (t, J=5.5 Hz, 2H), 3.20-3.29 (m, 1H), 2.91-3.00 (m, 2H), 2.66-2.72 (m, 2H)...